This data is from the Open Reaction Database (ORD), a public repository of structured organic reaction records. The task is: describe an organic reaction: reactants, conditions, products, and yield Reactants: COc1ccc(CC(C)(C)NCC(O)c2cc(OCc3ccccc3)cc3[nH]c(=O)ccc23)cc1, CO. Yields the product COc1ccc(CC(C)(C)NCC(O)c2cc(O)cc3[nH]c(=O)ccc23)cc1. Reaction SMILES: [CH2:1]([c:2]1[cH:3][cH:4][cH:5][cH:6][cH:7]1)[O:8][c:9]1[cH:10][c:11]([CH:20]([CH2:21][NH:22][C:23]([CH2:24][c:25]2[cH:26][cH:27][c:28]([O:31][CH3:32])[cH:29][cH:30]2)([CH3:33])[CH3:34])[OH:35])[c:12]2[cH:13][cH:14][c:15](=[O:19])[nH:16][c:17]2[cH:18]1.[CH3:36][OH:37]>>[OH:8][c:9]1[cH:10][c:11]([CH:20]([CH2:21][NH:22][C:23]([CH2:24][c:25]2[cH:26][cH:27][c:28]([O:31][CH3:32])[cH:29][cH:30]2)([CH3:33])[CH3:34])[OH:35])[c:12]2[cH:13][cH:14][c:15](=[O:19])[nH:16][c:17]2[cH:18]1. Reactants: N1(CCOCC1)C=1OC(=CC(C1)=O)C1=CC=C(C=C1)O (2-Morpholinyl-6-(4-hydroxyphenyl)-4-pyrone), Cl.N1=CC(=CC=C1)CCl (3-picolyl chloride hydrochloride), sodium hydroxide ice, one, [H-].[Na+] (sodium hydride). The solvent is CN(C=O)C (dimethylformamide). Run at temperature 60 celsius, time 2 hour. Product: N1(CCOCC1)C=1OC(=CC(C1)=O)C1=CC=C(C=C1)OCC=1C=NC=CC1 (2-(4-Morpholinyl)-6-(4-(3-pyridinylmethoxy)phenyl)-4H-pyran-4-one). Isolated yield 62.0%. Reaction SMILES: [N:1]1([C:7]2[O:8][C:9]([C:14]3[CH:19]=[CH:18][C:17]([OH:20])=[CH:16][CH:15]=3)=[CH:10][C:11](=[O:13])[CH:12]=2)[CH2:6][CH2:5][O:4][CH2:3][CH2:2]1.[H-].[Na+].Cl.[N:24]1[CH:29]=[CH:28][CH:27]=[C:26]([CH2:30]Cl)[CH:25]=1>CN(C)C=O>[N:1]1([C:7]2[O:8][C:9]([C:14]3[CH:19]=[CH:18][C:17]([O:20][CH2:30][C:26]4[CH:25]=[N:24][CH:29]=[CH:28][CH:27]=4)=[CH:16][CH:15]=3)=[CH:10][C:11](=[O:13])[CH:12]=2)[CH2:6][CH2:5][O:4][CH2:3][CH2:2]1 |f:1.2,3.4|. Procedure: 2-Morpholinyl-6-(4-hydroxyphenyl)-4-pyrone, as prepared in Example 5, (273 mg, 1.0 mmole) was suspended in 6 ml dimethylformamide in a 25 ml one neck round bottom flask under nitrogen. The suspension was treated with sodium hydride suspension (192 mg, 4.0 mmole) and the reaction mixture was warmed to 60° C. for 40 minutes. The reaction was treated with 3-picolyl chloride hydrochloride (492 mg, 3.0 mmole) and the mixture was stirred 2 hours at 60° C. The reaction was poured into 50 ml 2N sodium h... The reactants are ClCCl, O=C=Nc1ccc(OC(F)(F)F)cc1, CC(C)(C)C(N)C(=O)NC1CCN(Cc2ccccc2)C1. Yields the product CC(C)(C)C(NC(=O)Nc1ccc(OC(F)(F)F)cc1)C(=O)NC1CCN(Cc2ccccc2)C1. RXN SMILES: [Cl:36][CH2:37][Cl:38].[F:1][C:2]([O:3][c:4]1[cH:5][cH:6][c:7]([N:10]=[C:11]=[O:12])[cH:8][cH:9]1)([F:13])[F:14].[NH2:15][CH:16]([C:17](=[O:18])[NH:19][CH:20]1[CH2:21][N:22]([CH2:25][c:26]2[cH:27][cH:28][cH:29][cH:30][cH:31]2)[CH2:23][CH2:24]1)[C:32]([CH3:33])([CH3:34])[CH3:35]>>[F:1][C:2]([O:3][c:4]1[cH:5][cH:6][c:7]([NH:10][C:11](=[O:12])[NH:15][CH:16]([C:17](=[O:18])[NH:19][CH:20]2[CH2:21][N:22]([CH2:25][c:26]3[cH:27][cH:28][cH:29][cH:30][cH:31]3)[CH2:23][CH2:24]2)[C:32]([CH3:33])([CH3:34])[CH3:35])[cH:8][cH:9]1)([F:13])[F:14]. Reactants: CC(=O)O, ClCCl, CO, CNc1nc(SC)ncc1Cl, [O-][I+3]([O-])([O-])[O-], [Na+], O. The product is CNc1nc(S(C)(=O)=O)ncc1Cl. Reaction SMILES: [C:24]([OH:25])(=[O:26])[CH3:27].[CH2:20]([Cl:21])[Cl:22].[CH3:18][OH:19].[CH3:1][S:2][c:3]1[n:4][cH:5][c:6]([Cl:11])[c:7]([NH:9][CH3:10])[n:8]1.[I+3:12]([O-:13])([O-:14])([O-:15])[O-:16].[Na+:17].[OH2:23]>>[CH3:1][S:2]([c:3]1[n:4][cH:5][c:6]([Cl:11])[c:7]([NH:9][CH3:10])[n:8]1)(=[O:13])=[O:23]. Starting materials: CCOC(=O)CC1SC(c2cc(C(C)(C)C)c(O)c(C(C)(C)C)c2)N(CCCN(C)CCOc2ccc3c(c2)OCO3)C1=O, CCO, Cl, [Na+], [OH-]. Product: CN(CCCN1C(=O)C(CC(=O)O)SC1c1cc(C(C)(C)C)c(O)c(C(C)(C)C)c1)CCOc1ccc2c(c1)OCO2. RXN SMILES: [C:1]([CH3:2])([CH3:3])([CH3:4])[c:5]1[cH:6][c:7]([CH:16]2[S:17][CH:18]([CH2:39][C:40](=[O:41])[O:42][CH2:43][CH3:44])[C:19](=[O:38])[N:20]2[CH2:21][CH2:22][CH2:23][N:24]([CH2:25][CH2:26][O:27][c:28]2[cH:29][c:30]3[c:31]([cH:32][cH:33]2)[O:34][CH2:35][O:36]3)[CH3:37])[cH:8][c:9]([C:12]([CH3:13])([CH3:14])[CH3:15])[c:10]1[OH:11].[CH3:48][CH2:49][OH:50].[ClH:47].[Na+:46].[OH-:45]>>[C:1]([CH3:2])([CH3:3])([CH3:4])[c:5]1[cH:6][c:7]([CH:16]2[S:17][CH:18]([CH2:39][C:40](=[O:41])[OH:42])[C:19](=[O:38])[N:20]2[CH2:21][CH2:22][CH2:23][N:24]([CH2:25][CH2:26][O:27][c:28]2[cH:29][c:30]3[c:31]([cH:32][cH:33]2)[O:34][CH2:35][O:36]3)[CH3:37])[cH:8][c:9]([C:12]([CH3:13])([CH3:14])[CH3:15])[c:10]1[OH:11]. The reactants are C(#N)CN1N=CC2=CC=C3C(=C12)OC(=C(C3=O)C3=CC=C(C=C3)C3(CCC3)NC(OC(C)(C)C)=O)C3=CC=CC=C3 (tert-butyl (1-(4-(1-(cyanomethyl)-6-oxo-8-phenyl-1,6-dihydropyrano[3,2-g]indazol-7-yl)phenyl)cyclobutyl)carbamate), IC1=C(OC2=C(C1=O)C=CC1=C2OCC(N1)=O)C1=CC=CC=C1 (8-iodo-9-phenylchromeno[8,7-b][1,4]oxazine-3,7(2H,4H)-dione), CC1(OB(OC1(C)C)C1=CC=C(C=C1)C1(CCC1)NC(OC(C)(C)C)=O)C (tert-butyl 1-(4-(4,4,5,5-tetramethyl-1,3,2-dioxaborolan-2-yl)phenyl)cyclobutylcarbamate). The product is C(C)(C)(C)OC(NC1(CCC1)C1=CC=C(C=C1)C1=C(OC2=C3OCC(NC3=CC=C2C1=O)=O)C1=CC=CC=C1)=O ({1-[4-(2,8-Dioxo-6-phenyl-1,2,3,8-tetrahydro-4,5-dioxa-1-aza-phenanthren-7-yl)-phenyl]cyclobutyl}-carbamic acid tert-butyl ester). Isolated yield 52.0%. Reaction SMILES: C(CN1C2C(=CC=C3C(=O)C([C:18]4[CH:23]=[CH:22][C:21]([C:24]5([NH:28][C:29](=[O:35])[O:30][C:31]([CH3:34])([CH3:33])[CH3:32])[CH2:27][CH2:26][CH2:25]5)=[CH:20][CH:19]=4)=C(C4C=CC=CC=4)OC3=2)C=N1)#N.I[C:43]1[C:48](=[O:49])[C:47]2[CH:50]=[CH:51][C:52]3[NH:57][C:56](=[O:58])[CH2:55][O:54][C:53]=3[C:46]=2[O:45][C:44]=1[C:59]1[CH:64]=[CH:63][CH:62]=[CH:61][CH:60]=1.CC1(C)C(C)(C)OB(C2C=CC(C3(NC(=O)OC(C)(C)C)CCC3)=CC=2)O1>>[C:31]([O:30][C:29](=[O:35])[NH:28][C:24]1([C:21]2[CH:20]=[CH:19][C:18]([C:43]3[C:48](=[O:49])[C:47]4[C:46](=[C:53]5[C:52](=[CH:51][CH:50]=4)[NH:57][C:56](=[O:58])[CH2:55][O:54]5)[O:45][C:44]=3[C:59]3[CH:60]=[CH:61][CH:62]=[CH:63][CH:64]=3)=[CH:23][CH:22]=2)[CH2:25][CH2:26][CH2:27]1)([CH3:34])([CH3:32])[CH3:33]. Reported procedure: Following the procedure used to prepare tert-butyl (1-(4-(1-(cyanomethyl)-6-oxo-8-phenyl-1,6-dihydropyrano[3,2-g]indazol-7-yl)phenyl)cyclobutyl)carbamate reacted 8-iodo-9-phenylchromeno[8,7-b][1,4]oxazine-3,7(2H,4H)-dione (150 mg, 0.358 mmol), tert-butyl 1-(4-(4,4,5,5-tetramethyl-1,3,2-dioxaborolan-2-yl)phenyl)cyclobutylcarbamate (170 mg, 0.455 mmol) was reacted to give the title compound (100 mg, 52%). LCMS (Method I): RT=6.87 min, [M+H]+=539. The reactants are N[C@H](C(=O)O)CNC(NC1=C(C(=CC(=C1)Cl)S(=O)(=O)O)O)=O ((2S)-2-amino-3-{[(5-chloro-2-hydroxy-3-sulfophenyl)carbamoyl]amino}propanoic acid), N[C@H](C(=O)O)CNC(NC1=CC(=C(C(=C1)S(=O)(=O)O)C)Cl)=O ((2S)-2-amino-3-{[(3-chloro-4-methyl-5-sulfophenyl)carbamoyl]amino}propanoic acid), N[C@H](C(=O)O)CNC(NC1=C(C(=CC(=C1)S(=O)(=O)O)Cl)C)=O ((2S)-2-amino-3-{[(3-chloro-2-methyl-5-sulfophenyl)carbamoyl]amino}propanoic acid). The product is N[C@H](C(=O)O)CNC(NC1=CC(=CC=C1)S(=O)(=O)O)=O ((2S)-2-amino-3-{[(3-sulfophenyl)carbamoyl]amino}propanoic acid). Reaction SMILES: [NH2:1][C@@H:2]([CH2:6][NH:7][C:8](=[O:22])[NH:9][C:10]1[CH:15]=[C:14](Cl)[CH:13]=[C:12]([S:17]([OH:20])(=[O:19])=[O:18])[C:11]=1O)[C:3]([OH:5])=[O:4].N[C@@H](CNC(=O)NC1C=C(S(O)(=O)=O)C(C)=C(Cl)C=1)C(O)=O.N[C@@H](CNC(=O)NC1C=C(S(O)(=O)=O)C=C(Cl)C=1C)C(O)=O>>[NH2:1][C@@H:2]([CH2:6][NH:7][C:8](=[O:22])[NH:9][C:10]1[CH:15]=[CH:14][CH:13]=[C:12]([S:17]([OH:20])(=[O:19])=[O:18])[CH:11]=1)[C:3]([OH:5])=[O:4]. Procedure: Above all, (2S)-2-amino-3-{[(5-chloro-2-hydroxy-3-sulfophenyl)carbamoyl]amino}propanoic acid, (2S)-2-amino-3-{[(3-chloro-4-methyl-5-sulfophenyl)carbamoyl]amino}propanoic acid and (2S)-2-amino-3-{[(3-chloro-2-methyl-5-sulfophenyl)carbamoyl]amino}propanoic acid, or salts thereof, are particularly preferable as a compound that is used as a prophylactic or therapeutic agent for diabetes or obesity of the present invention.